This data is from the Open Reaction Database (ORD), a public repository of structured organic reaction records. The task is: describe an organic reaction: reactants, conditions, products, and yield The reactants are O=C([O-])[O-], COC(=O)COc1ccc(F)c2[nH]c(=O)c(Cc3ccc(Cl)cc3)c(C)c12, CC(=O)OC(F)(F)Cl, [K+], [K+], O. Product: COC(=O)COc1ccc(F)c2nc(OC(F)F)c(Cc3ccc(Cl)cc3)c(C)c12. Reaction SMILES: [C:28](=[O:29])([O-:30])[O-:31].[CH3:1][O:2][C:3]([CH2:4][O:5][c:6]1[c:7]2[c:8]([CH3:26])[c:9]([CH2:18][c:19]3[cH:20][cH:21][c:22]([Cl:25])[cH:23][cH:24]3)[c:10](=[O:17])[nH:11][c:12]2[c:13]([F:16])[cH:14][cH:15]1)=[O:27].[Cl:34][C:35]([F:36])([F:37])[O:38][C:39](=[O:40])[CH3:41].[K+:32].[K+:33].[OH2:42]>>[CH3:1][O:2][C:3]([CH2:4][O:5][c:6]1[c:7]2[c:8]([CH3:26])[c:9]([CH2:18][c:19]3[cH:20][cH:21][c:22]([Cl:25])[cH:23][cH:24]3)[c:10]([O:17][CH:35]([F:36])[F:37])[n:11][c:12]2[c:13]([F:16])[cH:14][cH:15]1)=[O:27]. Starting materials: C(C)OC(=O)C=1[C@H]2CN(C[C@@H](CC1OS(=O)(=O)C(F)(F)F)N2C)C(=O)OC(C)(C)C ((rac.)-(1R*,5S*)-9-methyl-7-trifluoromethanesulfonyloxy-3,9-diaza-bicyclo[3.3.1]non-6-ene-3,6-dicarboxylic acid 3-tert-butyl ester 6-ethyl ester), [NH4+].[Cl-] (NH4Cl), BrC=1C=CC(=NC1)OCCOC1=C(C=C(C=C1Cl)C)Cl (5-bromo-2-[2-(2,6-dichloro-4-methyl-phenoxy)-ethoxy]-pyridine), [Li]CCCC (BuLi). The reagents and catalysts are C=1C=CC(=CC1)[P](C=2C=CC=CC2)(C=3C=CC=CC3)[Pd]([P](C=4C=CC=CC4)(C=5C=CC=CC5)C=6C=CC=CC6)([P](C=7C=CC=CC7)(C=8C=CC=CC8)C=9C=CC=CC9)[P](C=1C=CC=CC1)(C=1C=CC=CC1)C=1C=CC=CC1 (Pd(PPh3)4), [Cl-].[Cl-].[Zn+2] (ZnCl2). The solvent is C1CCOC1 (THF), C1CCOC1 (THF). Conditions: temperature -78 celsius, time 1 hour. Yields the product C(C)OC(=O)C=1[C@H]2CN(C[C@@H](CC1C=1C=NC(=CC1)OCCOC1=C(C=C(C=C1Cl)C)Cl)N2C)C(=O)OC(C)(C)C ((rac.)-(1R*,5S*)-7-{6-[2-(2,6-Dichloro-4-methyl-phenoxy)-ethoxy]-pyridin-3-yl}-9-methyl-3,9-diaza-bicyclo[3.3.1]non-6-ene-3,6-dicarboxylic Acid 3-tert-butyl Ester 6-ethyl Ester). The yield is 52.3%. As a reaction SMILES: Br[C:2]1[CH:3]=[CH:4][C:5]([O:8][CH2:9][CH2:10][O:11][C:12]2[C:17]([Cl:18])=[CH:16][C:15]([CH3:19])=[CH:14][C:13]=2[Cl:20])=[N:6][CH:7]=1.[Li]CCCC.[CH2:26]([O:28][C:29]([C:31]1[C@@H:32]2[N:47]([CH3:48])[C@H:36]([CH2:37][C:38]=1OS(C(F)(F)F)(=O)=O)[CH2:35][N:34]([C:49]([O:51][C:52]([CH3:55])([CH3:54])[CH3:53])=[O:50])[CH2:33]2)=[O:30])[CH3:27].[NH4+].[Cl-]>C1COCC1.[Cl-].[Cl-].[Zn+2].C1C=CC([P]([Pd]([P](C2C=CC=CC=2)(C2C=CC=CC=2)C2C=CC=CC=2)([P](C2C=CC=CC=2)(C2C=CC=CC=2)C2C=CC=CC=2)[P](C2C=CC=CC=2)(C2C=CC=CC=2)C2C=CC=CC=2)(C2C=CC=CC=2)C2C=CC=CC=2)=CC=1>[CH2:26]([O:28][C:29]([C:31]1[C@@H:32]2[N:47]([CH3:48])[C@H:36]([CH2:37][C:38]=1[C:2]1[CH:7]=[N:6][C:5]([O:8][CH2:9][CH2:10][O:11][C:12]3[C:17]([Cl:18])=[CH:16][C:15]([CH3:19])=[CH:14][C:13]=3[Cl:20])=[CH:4][CH:3]=1)[CH2:35][N:34]([C:49]([O:51][C:52]([CH3:53])([CH3:55])[CH3:54])=[O:50])[CH2:33]2)=[O:30])[CH3:27] |f:3.4,6.7.8,^1:69,71,90,109|. Procedure: A sol. of 5-bromo-2-[2-(2,6-dichloro-4-methyl-phenoxy)-ethoxy]-pyridine (790 mg, 2.10 mmol) in THF (18 mL) was cooled to −78° C. BuLi (1.6M in hexane, 2.65 mL, 4.20 mmol) was added. The mixture was stirred at −78° C. for 1 h, and ZnCl2 (1M in THF, 6.30 mL, 6.30 mmol) was added. The mixture was allowed to warm to rt. A sol. of (rac.)-(1R*,5S*)-9-methyl-7-trifluoromethanesulfonyloxy-3,9-diaza-bicyclo[3.3.1]non-6-ene-3,6-dicarboxylic acid 3-tert-butyl ester 6-ethyl ester (WO 2003/093267; 641 mg, 1.... Starting materials: CCOC(=O)COc1cccc(NC(=O)NCC(=O)N2C(C(=O)OC(C)(C)C)CSC2c2ccccc2)c1, [Li+], [OH-]. The product is CC(C)(C)OC(=O)C1CSC(c2ccccc2)N1C(=O)CNC(=O)Nc1cccc(OCC(=O)O)c1. Reaction SMILES: [C:1]([CH3:2])([CH3:3])([CH3:4])[O:5][C:6](=[O:7])[CH:8]1[N:9]([C:19]([CH2:20][NH:21][C:22]([NH:23][c:24]2[cH:25][c:26]([O:27][CH2:28][C:29](=[O:30])[O:31][CH2:32][CH3:33])[cH:34][cH:35][cH:36]2)=[O:37])=[O:38])[CH:10]([c:13]2[cH:14][cH:15][cH:16][cH:17][cH:18]2)[S:11][CH2:12]1.[Li+:39].[OH-:40]>>[C:1]([CH3:2])([CH3:3])([CH3:4])[O:5][C:6](=[O:7])[CH:8]1[N:9]([C:19]([CH2:20][NH:21][C:22]([NH:23][c:24]2[cH:25][c:26]([O:27][CH2:28][C:29](=[O:30])[OH:31])[cH:34][cH:35][cH:36]2)=[O:37])=[O:38])[CH:10]([c:13]2[cH:14][cH:15][cH:16][cH:17][cH:18]2)[S:11][CH2:12]1.